From a dataset of the Open Reaction Database (ORD), a public repository of structured organic reaction records. describe an organic reaction: reactants, conditions, products, and yield The reactants are C1(CCCC1)O (cyclopentanol), Cl (hydrochloric acid), CC=1C2=C(N=C(N1)NC(=O)NS(=O)(=O)C1=C(C(=O)OC)C=CC=C1)OC(=C2)C (methyl 2-{[(4,6-dimethylfuro[2,3-d]pyrimidin-2-yl)aminocarbonyl]aminosulfonyl}benzoate), C[Al](C)C (trimethylaluminum). The solvent is C(Cl)Cl (methylene chloride), C(C)(=O)OCC (ethyl acetate), C1(=CC=CC=C1)C (toluene), C(Cl)Cl (methylene chloride). Run at time 15 minute. Yields the product CC=1C2=C(N=C(N1)NC(=O)NS(=O)(=O)C1=C(C(=O)OC3CCCC3)C=CC=C1)OC(=C2)C (2-{[(4,6-Dimethylfuro[2,3-d]pyrimidin-2-yl)aminocarbonyl]aminosulfonyl}benzoic acid, cyclopentyl ester). As a reaction SMILES: C[Al](C)C.[CH:5]1([OH:10])[CH2:9][CH2:8][CH2:7][CH2:6]1.[CH3:11][C:12]1[C:13]2[CH:37]=[C:36]([CH3:38])[O:35][C:14]=2[N:15]=[C:16]([NH:18][C:19]([NH:21][S:22]([C:25]2[CH:34]=[CH:33][CH:32]=[CH:31][C:26]=2[C:27](OC)=[O:28])(=[O:24])=[O:23])=[O:20])[N:17]=1.Cl>C1(C)C=CC=CC=1.C(Cl)Cl.C(OCC)(=O)C>[CH3:11][C:12]1[C:13]2[CH:37]=[C:36]([CH3:38])[O:35][C:14]=2[N:15]=[C:16]([NH:18][C:19]([NH:21][S:22]([C:25]2[CH:34]=[CH:33][CH:32]=[CH:31][C:26]=2[C:27]([O:10][CH:5]2[CH2:9][CH2:8][CH2:7][CH2:6]2)=[O:28])(=[O:23])=[O:24])=[O:20])[N:17]=1. Procedure: To 30 ml of dry methylene chloride was added 7.5 ml of 2M trimethylaluminum in toluene under a nitrogen atmosphere. Subsequently, 2.0 g of cyclopentanol in 2 ml methylene chloride was added via syringe and the mixture stirred at ambient temperature for 15 minutes. After addition of 2.0 g of methyl 2-{[(4,6-dimethylfuro[2,3-d]pyrimidin-2-yl)aminocarbonyl]aminosulfonyl}benzoate to the mixture, the reaction was heated to reflux for 48 hours. The mixture was then cooled and poured into excess dilute... Reactants: O=C(Cl)C1CCCCC1, O=C(c1ccccc1)c1ccc(O)cc1, c1ccncc1. Product: O=C(c1ccccc1)c1ccc(OC(=O)C2CCCCC2)cc1. As a reaction SMILES: [CH:16]1([C:22](=[O:23])[Cl:24])[CH2:17][CH2:18][CH2:19][CH2:20][CH2:21]1.[OH:1][c:2]1[cH:3][cH:4][c:5]([C:6](=[O:7])[c:8]2[cH:9][cH:10][cH:11][cH:12][cH:13]2)[cH:14][cH:15]1.[cH:25]1[cH:26][cH:27][n:28][cH:29][cH:30]1>>[O:1]([c:2]1[cH:3][cH:4][c:5]([C:6](=[O:7])[c:8]2[cH:9][cH:10][cH:11][cH:12][cH:13]2)[cH:14][cH:15]1)[C:22]([CH:16]1[CH2:17][CH2:18][CH2:19][CH2:20][CH2:21]1)=[O:23]. The reactants are COC([C@H]1NCCC1)=O (L-proline methyl ester), C(C1=CC=CC=C1)(=O)C1=C(C(=O)O)C=CC=C1 (o-benzoylbenzoic acid), C(C1=CC=CC=C1)(=O)C1=C(C(=O)O)C=CC=C1 (o-benzoylbenzoic acid), S(+) 2-pyrrolidinemethanol, O.ON1N=NC2=C1C=CC=C2 (1-hydroxybenzotriazole hydrate), C1CCC(CC1)N=C=NC2CCCCC2 (DCC). Run in C(Cl)Cl (methylene chloride). Product: C(C1=CC=CC=C1)(=O)C1=C(C(=O)N2[C@@H](CCC2)CO)C=CC=C1 (1-(2-Benzoylbenzoyl)-(S)-2-pyrrolidinemethanol). Reaction SMILES: [C:1]([C:9]1[CH:17]=[CH:16][CH:15]=[CH:14][C:10]=1[C:11]([OH:13])=O)(=[O:8])[C:2]1[CH:7]=[CH:6][CH:5]=[CH:4][CH:3]=1.O.ON1C2C=CC=CC=2N=N1.C1CCC(N=C=NC2CCCCC2)CC1.C[O:45][C:46](=O)[C@@H:47]1[CH2:51][CH2:50][CH2:49][NH:48]1>C(Cl)Cl>[C:1]([C:9]1[CH:17]=[CH:16][CH:15]=[CH:14][C:10]=1[C:11]([N:48]1[CH2:49][CH2:50][CH2:51][C@H:47]1[CH2:46][OH:45])=[O:13])(=[O:8])[C:2]1[CH:3]=[CH:4][CH:5]=[CH:6][CH:7]=1 |f:1.2|. Reported procedure: 6.78 g (30 mmol) o-benzoylbenzoic acid and 2.96 ml (30 mmol) of S(+)-2-pyrrolidinemethanol were reacted with 4.05 g (30 mmol) 1-hydroxybenzotriazole hydrate and 6.18 g (30 mmol) of DCC in 150 ml methylene chloride as described in Example 25 for the coupling of o-benzoylbenzoic acid with L-proline methyl ester. The crude reaction mixture was washed with 5% sodium bicarbonate solution, dried over anhydrous magnesium sulfate, and the solvent removed in vacuo to afford a yellow residue. Flash chroma...